This data is from the Open Reaction Database (ORD), a public repository of structured organic reaction records. The task is: describe an organic reaction: reactants, conditions, products, and yield Reactants: CC1=C(C(=NO1)C1=NC=CC=C1)CCC=1SC(=CN1)C(=O)O (2-[2-(5-methyl-3-pyridin-2-yl-isoxazol-4-yl)-ethyl]-thiazole-5-carboxylic acid), C1(CC1)N (cyclopropylamine). Product: C1(CC1)NC(=O)C1=CN=C(S1)CCC=1C(=NOC1C)C1=NC=CC=C1 (2-[2-(5-Methyl-3-pyridin-2-yl-isoxazol-4-yl)-ethyl]-thiazole-5-carboxylic acid cyclo-propylamide). Isolated yield 80.0%. Reaction SMILES: [CH3:1][C:2]1[O:6][N:5]=[C:4]([C:7]2[CH:12]=[CH:11][CH:10]=[CH:9][N:8]=2)[C:3]=1[CH2:13][CH2:14][C:15]1[S:16][C:17]([C:20]([OH:22])=O)=[CH:18][N:19]=1.[CH:23]1([NH2:26])[CH2:25][CH2:24]1>>[CH:23]1([NH:26][C:20]([C:17]2[S:16][C:15]([CH2:14][CH2:13][C:3]3[C:4]([C:7]4[CH:12]=[CH:11][CH:10]=[CH:9][N:8]=4)=[N:5][O:6][C:2]=3[CH3:1])=[N:19][CH:18]=2)=[O:22])[CH2:25][CH2:24]1. Procedure: As described for example 22b, 2-[2-(5-methyl-3-pyridin-2-yl-isoxazol-4-yl)-ethyl]-thiazole-5-carboxylic acid (73 mg, 0.23 mmol) was converted, using cyclopropylamine instead of isopropylamine, to the title compound (66 mg, 80%) which was obtained as an off white solid MS: m/e=355.2 [M+H]+. Starting materials: O=C(CCl)N1CCC(Cc2ccc(F)cc2)CC1, Nc1ccc2cn[nH]c2c1. The product is O=C(CNc1ccc2cn[nH]c2c1)N1CCC(Cc2ccc(F)cc2)CC1. Reaction SMILES: [Cl:11][CH2:12][C:13](=[O:14])[N:15]1[CH2:16][CH2:17][CH:18]([CH2:21][c:22]2[cH:23][cH:24][c:25]([F:28])[cH:26][cH:27]2)[CH2:19][CH2:20]1.[NH2:1][c:2]1[cH:3][cH:4][c:5]2[cH:6][n:7][nH:8][c:9]2[cH:10]1>>[NH:1]([c:2]1[cH:3][cH:4][c:5]2[cH:6][n:7][nH:8][c:9]2[cH:10]1)[CH2:12][C:13](=[O:14])[N:15]1[CH2:16][CH2:17][CH:18]([CH2:21][c:22]2[cH:23][cH:24][c:25]([F:28])[cH:26][cH:27]2)[CH2:19][CH2:20]1.